From a dataset of the Open Reaction Database (ORD), a public repository of structured organic reaction records. describe an organic reaction: reactants, conditions, products, and yield Starting materials: C(C)(C)(C)OC(=O)N1CCC=2C(=C(N3N=CC=C3N2)N2CC(C2)C(=O)O)CC1 (10-(3-Carboxy-azetidin-1-yl)-5,6,8,9-tetrahydro-1,4,7,10a-tetraaza-cyclohept[f]indene-7-carboxylic acid tert-butyl ester), [Cl-].FC1(C[NH2+]CCCC1)F (3,3-Difluoro-perhydro-azepinium chloride). Yields the product C(C)(C)(C)OC(=O)N1CCC=2C(=C(N3N=CC=C3N2)N2CC(C2)C(=O)N2CC(CCCC2)(F)F)CC1 (10-[3-(3,3-Difluoro-perhydro-azepine-1-carbonyl)-azetidin-1-yl]-5,6,8,9-tetrahydro-1,4,7,10a-tetraaza-cyclohept[f]indene-7-carboxylic acid tert-butyl ester). As a reaction SMILES: [C:1]([O:5][C:6]([N:8]1[CH2:28][CH2:27][C:12]2=[C:13]([N:20]3[CH2:23][CH:22]([C:24](O)=[O:25])[CH2:21]3)[N:14]3[C:18]([N:19]=[C:11]2[CH2:10][CH2:9]1)=[CH:17][CH:16]=[N:15]3)=[O:7])([CH3:4])([CH3:3])[CH3:2].[Cl-].[F:30][C:31]1([F:38])[CH2:37][CH2:36][CH2:35][CH2:34][NH2+:33][CH2:32]1>>[C:1]([O:5][C:6]([N:8]1[CH2:28][CH2:27][C:12]2=[C:13]([N:20]3[CH2:21][CH:22]([C:24]([N:33]4[CH2:34][CH2:35][CH2:36][CH2:37][C:31]([F:38])([F:30])[CH2:32]4)=[O:25])[CH2:23]3)[N:14]3[C:18]([N:19]=[C:11]2[CH2:10][CH2:9]1)=[CH:17][CH:16]=[N:15]3)=[O:7])([CH3:4])([CH3:3])[CH3:2] |f:1.2|. Reported procedure: Prepared according to example 38c starting from 300 mg (0.58 mmol) of 10-(3-Carboxy-azetidin-1-yl)-5,6,8,9-tetrahydro-1,4,7,10a-tetraaza-cyclohept[f]indene-7-carboxylic acid tert-butyl ester (as DIPEA salt) and 120 mg (0.70 mmol) of 3,3-Difluoro-perhydro-azepinium chloride.